Dataset: the Open Reaction Database (ORD), a public repository of structured organic reaction records. Task: describe an organic reaction: reactants, conditions, products, and yield The reactants are FC=1C=C(CC=2C=C3C(=NNC3=CC2)NC(C2=C(C=C(C=C2)CN2CCCCC2)[N+](=O)[O-])=O)C=C(C1)F (N-[5-(3,5-Difluoro-benzyl)-1H-indazol-3-yl]-2-nitro-4-piperidin-1-ylmethyl-benzamide), [O-]S(=O)S(=O)[O-].[Na+].[Na+] (Na2S2O4). Reagents/catalysts: [N+](CCCC)(CCCC)(CCCC)CCCC.[Cl-] (nBu4NCl). The solvent is O (water), C(Cl)Cl (DCM). Run at time 2 hour. Yields the product NC1=C(C(=O)NC2=NNC3=CC=C(C=C23)CC2=CC(=CC(=C2)F)F)C=CC(=C1)CN1CCCCC1 (2-Amino-N-[5-(3,5-difluoro-benzyl)-1H-indazol-3-yl]-4-piperidin-1-ylmethyl benzamide). Isolated yield 103.3%. RXN SMILES: [F:1][C:2]1[CH:3]=[C:4]([CH:34]=[C:35]([F:37])[CH:36]=1)[CH2:5][C:6]1[CH:7]=[C:8]2[C:12](=[CH:13][CH:14]=1)[NH:11][N:10]=[C:9]2[NH:15][C:16](=[O:33])[C:17]1[CH:22]=[CH:21][C:20]([CH2:23][N:24]2[CH2:29][CH2:28][CH2:27][CH2:26][CH2:25]2)=[CH:19][C:18]=1[N+:30]([O-])=O.[O-]S(S([O-])=O)=O.[Na+].[Na+]>C(Cl)Cl.[N+](CCCC)(CCCC)(CCCC)CCCC.[Cl-].O>[NH2:30][C:18]1[CH:19]=[C:20]([CH2:23][N:24]2[CH2:25][CH2:26][CH2:27][CH2:28][CH2:29]2)[CH:21]=[CH:22][C:17]=1[C:16]([NH:15][C:9]1[C:8]2[C:12](=[CH:13][CH:14]=[C:6]([CH2:5][C:4]3[CH:34]=[C:35]([F:37])[CH:36]=[C:2]([F:1])[CH:3]=3)[CH:7]=2)[NH:11][N:10]=1)=[O:33] |f:1.2.3,5.6|. Procedure details: N-[5-(3,5-Difluoro-benzyl)-1H-indazol-3-yl]-2-nitro-4-piperidin-1-ylmethyl-benzamide (255 mg, 0.505 mmol) was suspended in DCM (7 mL) and treated with nBu4NCl (95 mg, 0.343 mmol). Na2S2O4 (659 mg, 3.029 mmol) in water (3.4 mL) was added drop-wise, with stirring. After 2 hours, the volatiles were removed by evaporation, a solid was filtered from the aqueous phase and dried under vacuum. The solid was treated with 4N HCl in dioxane (12 mL) and the solvent was then removed by evaporation. The solid... Starting materials: CC(C)(C)OC(=O)Nc1nccs1, O=C1CCC2(CC1)OCCO2. Product: CC(C)(C)OC(=O)Nc1ncc(C2(O)CCC3(CC2)OCCO3)s1. As a reaction SMILES: [C:1]([CH3:2])([CH3:3])([CH3:4])[O:5][C:6]([NH:7][c:8]1[s:9][cH:10][cH:11][n:12]1)=[O:13].[O:14]1[CH2:15][CH2:16][O:17][C:18]12[CH2:19][CH2:20][C:21](=[O:24])[CH2:22][CH2:23]2>>[C:1]([CH3:2])([CH3:3])([CH3:4])[O:5][C:6]([NH:7][c:8]1[s:9][c:10]([C:21]2([OH:24])[CH2:20][CH2:19][C:18]3([O:14][CH2:15][CH2:16][O:17]3)[CH2:23][CH2:22]2)[cH:11][n:12]1)=[O:13].